This data is from the Open Reaction Database (ORD), a public repository of structured organic reaction records. The task is: describe an organic reaction: reactants, conditions, products, and yield The reactants are CC1=CC=C(C=C1)S(=O)(=O)O.CC1=C(C=C(C(N1C1=CC(=CC=C1)C(F)(F)F)=O)C(=O)NCC1=NC=C(C=C1)S(=O)(=O)C)C1=CC=NN1C (6-methyl-5-(1-methyl-1H-pyrazol-5-yl)-N-{[5-(methylsulfonyl)pyridin-2-yl]methyl}-2-oxo-1-[3-(trifluoromethyl)phenyl]-1,2-dihydropyridine-3-carboxamide 4-methylbenzenesulfonate), S(=O)(=O)([O-])C1=CC=C(C)C=C1 (tosylate), CC1=CC=C(C=C1)S(=O)(=O)O.CC1=C(C=C(C(N1C1=CC(=CC=C1)C(F)(F)F)=O)C(=O)NCC1=NC=C(C=C1)S(=O)(=O)C)C1=CC=NN1C (6-methyl-5-(1-methyl-1H-pyrazol-5-yl)-N-{[5-(methylsulfonyl)pyridin-2-yl]methyl}-2-oxo-1-[3-(trifluoromethyl)phenyl]-1,2-dihydropyridine-3-carboxamide 4-methylbenzenesulfonate), CS(=O)(=O)O (methane sulfonic acid). Product: CC1=CC=C(C=C1)S(=O)(=O)O.CC1=C(C=C(C(N1C1=CC(=CC=C1)C(F)(F)F)=O)C(=O)NCC1=NC=C(C=C1)S(=O)(=O)C)C1=CC=NN1C (6-methyl-5-(1-methyl-1H-pyrazol-5-yl)-N-{[5-(methylsulfonyl)pyridin-2-yl]methyl}-2-oxo-1-[3-(trifluoromethyl)phenyl]-1,2-dihydropyridine-3-carboxamide 4-methylbenzenesulfonate), S(C)(=O)(=O)[O-] (mesylate). As a reaction SMILES: [CH3:1][C:2]1[CH:7]=[CH:6][C:5]([S:8]([OH:11])(=[O:10])=[O:9])=[CH:4][CH:3]=1.[CH3:12][C:13]1[N:18]([C:19]2[CH:24]=[CH:23][CH:22]=[C:21]([C:25]([F:28])([F:27])[F:26])[CH:20]=2)[C:17](=[O:29])[C:16]([C:30]([NH:32][CH2:33][C:34]2[CH:39]=[CH:38][C:37]([S:40]([CH3:43])(=[O:42])=[O:41])=[CH:36][N:35]=2)=[O:31])=[CH:15][C:14]=1[C:44]1[N:48]([CH3:49])[N:47]=[CH:46][CH:45]=1.[S:50]([C:54]1C=CC(C)=CC=1)([O-:53])(=[O:52])=[O:51].CS(O)(=O)=O>>[CH3:1][C:2]1[CH:3]=[CH:4][C:5]([S:8]([OH:11])(=[O:10])=[O:9])=[CH:6][CH:7]=1.[CH3:12][C:13]1[N:18]([C:19]2[CH:24]=[CH:23][CH:22]=[C:21]([C:25]([F:27])([F:26])[F:28])[CH:20]=2)[C:17](=[O:29])[C:16]([C:30]([NH:32][CH2:33][C:34]2[CH:39]=[CH:38][C:37]([S:40]([CH3:43])(=[O:42])=[O:41])=[CH:36][N:35]=2)=[O:31])=[CH:15][C:14]=1[C:44]1[N:48]([CH3:49])[N:47]=[CH:46][CH:45]=1.[S:50]([O-:53])(=[O:52])(=[O:51])[CH3:54] |f:0.1,4.5|. Procedure details: Compound (I) mesylate was synthesised using an analogous method to that described for the synthesis of compound (I) tosylate in Example 8a from compound (I) (2.0 g, 3.67 mmol) and methane sulfonic acid (0.35 g, 3.67 mmol) to give the title product; yield 2.2 g, 3.45 mmol, 94%. Reactants: Cc1ccc(C#Cc2ccc(S(=O)(=O)NC(CC(=O)OCc3ccccc3)CN(C)C)s2)cc1, CI. The product is Cc1ccc(C#Cc2ccc(S(=O)(=O)NC(CC(=O)OCc3ccccc3)C[N+](C)(C)C)s2)cc1, [I-]. RXN SMILES: [CH3:1][N:2]([CH2:3][CH:4]([CH2:5][C:6](=[O:7])[O:8][CH2:9][c:10]1[cH:11][cH:12][cH:13][cH:14][cH:15]1)[NH:16][S:17](=[O:18])(=[O:19])[c:20]1[s:21][c:22]([C:25]#[C:26][c:27]2[cH:28][cH:29][c:30]([CH3:33])[cH:31][cH:32]2)[cH:23][cH:24]1)[CH3:34].[CH3:35][I:36]>>[CH3:1][N+:2]([CH2:3][CH:4]([CH2:5][C:6](=[O:7])[O:8][CH2:9][c:10]1[cH:11][cH:12][cH:13][cH:14][cH:15]1)[NH:16][S:17](=[O:18])(=[O:19])[c:20]1[s:21][c:22]([C:25]#[C:26][c:27]2[cH:28][cH:29][c:30]([CH3:33])[cH:31][cH:32]2)[cH:23][cH:24]1)([CH3:34])[CH3:35].[I-:36]. The reactants are ClC1=CC=C(C=C1)C(NC1=CC=C(C=C1)S(=O)(=O)C)=N (4-chloro-N-[4-(methylsulfonyl)phenyl]benzenecarboximidamide), C([O-])(O)=O.[Na+] (sodium bicarbonate), BrCC(=O)C1=CC=C(C=C1)Br (2,4'-dibromoacetophenone). Reaction SMILES: [Cl:1][C:2]1[CH:7]=[CH:6][C:5]([C:8](=[NH:20])[NH:9][C:10]2[CH:15]=[CH:14][C:13]([S:16]([CH3:19])(=[O:18])=[O:17])=[CH:12][CH:11]=2)=[CH:4][CH:3]=1.C(=O)(O)[O-].[Na+].Br[CH2:27][C:28]([C:30]1[CH:35]=[CH:34][C:33]([Br:36])=[CH:32][CH:31]=1)=O>C(O)(C)C>[Br:36][C:33]1[CH:34]=[CH:35][C:30]([C:28]2[N:20]=[C:8]([C:5]3[CH:4]=[CH:3][C:2]([Cl:1])=[CH:7][CH:6]=3)[N:9]([C:10]3[CH:15]=[CH:14][C:13]([S:16]([CH3:19])(=[O:17])=[O:18])=[CH:12][CH:11]=3)[CH:27]=2)=[CH:31][CH:32]=1 |f:1.2|. The product is BrC1=CC=C(C=C1)C=1N=C(N(C1)C1=CC=C(C=C1)S(=O)(=O)C)C1=CC=C(C=C1)Cl (4-(4-bromophenyl)-2-(4-chlorophenyl)-1-[4-(methylsulfonyl)phenyl]-1H-imidazole). Yield: 63.6%. Run in C(C)(C)O (isopropanol). Procedure details: To a mixture of 4-chloro-N-[4-(methylsulfonyl)phenyl]benzenecarboximidamide (Example 1, Step 1) (400 mg, 1.29 mmol) and sodium bicarbonate (216 mg, 2.59 mmol) in isopropanol (30 mL), 2,4'-dibromoacetophenone (720 mg, 2.58 mmol) was added. After heating the reaction mixture at 80°-85° C. for 18 hours, the solvent was removed. The residue was redissolved in methylene chloride and washed with aqueous sodium bicarbonate and water. The organic fractions were combined, dried over sodium sulfate, filte... The reactants are COCCOCCOC, COc1cc2nccc(Cl)c2cc1OC, CCCCc1ccc(C(=O)c2ccc(O)cc2)cc1. Product: CCCCc1ccc(C(=O)c2ccc(Oc3ccnc4cc(OC)c(OC)cc34)cc2)cc1. Reaction SMILES: [CH3:35][O:36][CH2:37][CH2:38][O:39][CH2:40][CH2:41][O:42][CH3:43].[Cl:20][c:21]1[cH:22][cH:23][n:24][c:25]2[cH:26][c:27]([O:33][CH3:34])[c:28]([O:31][CH3:32])[cH:29][c:30]12.[OH:1][c:2]1[cH:3][cH:4][c:5]([C:8](=[O:9])[c:10]2[cH:11][cH:12][c:13]([CH2:16][CH2:17][CH2:18][CH3:19])[cH:14][cH:15]2)[cH:6][cH:7]1>>[O:1]([c:2]1[cH:3][cH:4][c:5]([C:8](=[O:9])[c:10]2[cH:11][cH:12][c:13]([CH2:16][CH2:17][CH2:18][CH3:19])[cH:14][cH:15]2)[cH:6][cH:7]1)[c:21]1[cH:22][cH:23][n:24][c:25]2[cH:26][c:27]([O:33][CH3:34])[c:28]([O:31][CH3:32])[cH:29][c:30]12. The reactants are C(=O)(OC(C)(C)C)N[C@@H](C)C(=O)O (N-Boc-Alanine), NC1C(N2C3=C(C4=C1C=CC=C4)C=CC=C3CCC2)=O (9-amino-5,6-dihydro-4H-quino[8,1-ab][3]benzazepin-8(9H)-one). Product: C(=O)(OC(C)(C)C)N[C@@H](C)C(=O)NC1C(N2C3=C(C4=C1C=CC=C4)C=CC=C3CCC2)=O (9-(N′-Boc-L-Alaninyl)amino-5,6-Dihydro-4H-quino[8,1-ab][3]benzazepin-8(9H)-one). Reaction SMILES: [C:1]([NH:8][C@H:9]([C:11]([OH:13])=O)[CH3:10])([O:3][C:4]([CH3:7])([CH3:6])[CH3:5])=[O:2].[NH2:14][CH:15]1[C:21]2[CH:22]=[CH:23][CH:24]=[CH:25][C:20]=2[C:19]2[CH:26]=[CH:27][CH:28]=[C:29]3[CH2:30][CH2:31][CH2:32][N:17]([C:18]=23)[C:16]1=[O:33]>>[C:1]([NH:8][C@H:9]([C:11]([NH:14][CH:15]1[C:21]2[CH:22]=[CH:23][CH:24]=[CH:25][C:20]=2[C:19]2[CH:26]=[CH:27][CH:28]=[C:29]3[CH2:30][CH2:31][CH2:32][N:17]([C:18]=23)[C:16]1=[O:33])=[O:13])[CH3:10])([O:3][C:4]([CH3:5])([CH3:6])[CH3:7])=[O:2]. Procedure details: Following General Procedure D and using N-Boc-Alanine (Aldrich) and 9-amino-5,6-dihydro-4H-quino[8,1-ab][3]benzazepin-8(9H)-one (from Example 3-AB), the title compound was prepared. The reactants are ClC1=CC(=CC=C1)C(=O)OO (m-chloroperbenzoic acid), C(C)(=O)NC1CC2C(C(NC3=CC(=CC(=C23)OC(C)=O)SC(C)C(CCCCC)C)C)CC1 (9-acetamido-1-acetoxy-6-methyl-3-(3-methyl-2-octylthio)5,6,6a,7,8,9,10,10a-octahydrobenzo[c]quinoline), C(Cl)(Cl)Cl (chloroform). Solvent: C(C)(=O)O (acetic acid). Conditions: time 1 hour. The product is C(C)(=O)NC1CC2C(C(NC3=CC(=CC(=C23)OC(C)=O)S(=O)C(C)C(CCCCC)C)C)CC1 (9-Acetamido-1-acetoxy-6-methyl-3-(3-methyl-2-octylsulfinyl)-5,6,6a,7,8,9,10,10a-octahydrobenzo[c]quinoline). Reaction SMILES: ClC1C=CC=C(C(OO)=[O:9])C=1.[C:12]([NH:15][CH:16]1[CH2:44][CH2:43][CH:19]2[CH:20]([CH3:42])[NH:21][C:22]3[C:27]([CH:18]2[CH2:17]1)=[C:26]([O:28][C:29](=[O:31])[CH3:30])[CH:25]=[C:24]([S:32][CH:33]([CH:35]([CH3:41])[CH2:36][CH2:37][CH2:38][CH2:39][CH3:40])[CH3:34])[CH:23]=3)(=[O:14])[CH3:13].C(Cl)(Cl)Cl>C(O)(=O)C>[C:12]([NH:15][CH:16]1[CH2:44][CH2:43][CH:19]2[CH:20]([CH3:42])[NH:21][C:22]3[C:27]([CH:18]2[CH2:17]1)=[C:26]([O:28][C:29](=[O:31])[CH3:30])[CH:25]=[C:24]([S:32]([CH:33]([CH:35]([CH3:41])[CH2:36][CH2:37][CH2:38][CH2:39][CH3:40])[CH3:34])=[O:9])[CH:23]=3)(=[O:14])[CH3:13]. Procedure: Equimolar amounts of m-chloroperbenzoic acid and dl-9-acetamido-1-acetoxy-6-methyl-3-(3-methyl-2-octylthio)5,6,6a,7,8,9,10,10a-octahydrobenzo[c]quinoline are added to a mixture of chloroform and acetic acid (2:1 v/v) and the mixture stirred at room temperature for one hour. The reaction mixture is washed with water, the organic phase dried over magnesium sulfate and evaporated to dryness at reduced pressure to give the title compound. Starting materials: ClC1=NC=C(C(=N1)Cl)F (2,4-dichloro-5-fluoropyrimidine), OC=1C=C(N)C=CC1C (3-hydroxy-4-methylaniline). The product is OC=1C=C(C=CC1C)NC1=NC=C(C(=N1)NC1=CC(=C(C=C1)C)O)F (N2,N4-bis(-3-hydroxy-4-methylphenyl)-5-fluoro-2,4-pyrimidinediamine). As a reaction SMILES: Cl[C:2]1[N:7]=[C:6](Cl)[C:5]([F:9])=[CH:4][N:3]=1.[OH:10][C:11]1[CH:12]=[C:13]([CH:15]=[CH:16][C:17]=1[CH3:18])[NH2:14]>>[OH:10][C:11]1[CH:12]=[C:13]([NH:14][C:2]2[N:7]=[C:6]([NH:14][C:13]3[CH:15]=[CH:16][C:17]([CH3:18])=[C:11]([OH:10])[CH:12]=3)[C:5]([F:9])=[CH:4][N:3]=2)[CH:15]=[CH:16][C:17]=1[CH3:18]. Reported procedure: In like manner to N2,N4-bis(3-hydroxyphenyl)-5-fluoro-2,4-pyrimidinediamine, 2,4-dichloro-5-fluoropyrimidine and 3-hydroxy-4-methylaniline were reacted to yield N2,N4-bis(-3-hydroxy-4-methylphenyl)-5-fluoro-2,4-pyrimidinediamine. 1H NMR (CD3OD): δ 7.83 (d, 1H J=4 Hz), 7.11 (m, 4H), 6.81 (m, 2H), 2.19 (m, 6H); LCMS: ret. time: 20.69 min.; purity: 98%; MS (m/e): 341 (MH+).